From a dataset of the Open Reaction Database (ORD), a public repository of structured organic reaction records. describe an organic reaction: reactants, conditions, products, and yield Starting materials: NC=1C=C(C(=O)C2CCN(CC2)C)C=CC1 (4-[3-aminobenzoyl]-1-methylpiperidine), C1CCNCC1 ((piperidinomethyl)-polystyrene), FC1=C(C(=C(C(=C1C(=O)Cl)F)F)F)F (Pentafluorobenzoyl chloride). The solvent is O1CCCC1 (tetrahydrofuran). Reaction conditions: time 10 minute. Yields the product FC1=C(C(=O)NC=2C=C(C(=O)C3CCN(CC3)C)C=CC2)C(=C(C(=C1F)F)F)F (4-[3-(2,3,4,5,6-pentafluorobenzamidyl)benzoyl]-1-methylpiperidine). Isolated yield 107.5%. As a reaction SMILES: [NH2:1][C:2]1[CH:3]=[C:4]([CH:14]=[CH:15][CH:16]=1)[C:5]([CH:7]1[CH2:12][CH2:11][N:10]([CH3:13])[CH2:9][CH2:8]1)=[O:6].C1CCNCC1.[F:23][C:24]1[C:29]([C:30](Cl)=[O:31])=[C:28]([F:33])[C:27]([F:34])=[C:26]([F:35])[C:25]=1[F:36]>O1CCCC1>[F:23][C:24]1[C:25]([F:36])=[C:26]([F:35])[C:27]([F:34])=[C:28]([F:33])[C:29]=1[C:30]([NH:1][C:2]1[CH:3]=[C:4]([CH:14]=[CH:15][CH:16]=1)[C:5]([CH:7]1[CH2:8][CH2:9][N:10]([CH3:13])[CH2:11][CH2:12]1)=[O:6])=[O:31]. Procedure: A mixture of 4-[3-aminobenzoyl]-1-methylpiperidine (25 mg, 0.115 mmol) and (piperidinomethyl)-polystyrene (100 mg, 0.260 mmol) in tetrahydrofuran (2 mL) was allowed to stand for 10 min. Pentafluorobenzoyl chloride (33 μL, 0.229 mmol) was added to the reaction mixture. The reaction mixture was mixed for 2 h at ambient temperature. The reaction mixture was filtered and the filter cake was rinsed with methanol. Glacial acetic acid (0.5 mL) was added to the filtrate solution and the solution was mix... Run in ClCCl (dichloromethane), ClCCl (dichloromethane). Starting materials: ClC1=CC(=CC=C1)C(=O)OO (3-chloroperbenzoic acid), ClC1=CC=CC2=C1CN(CCS2)S(=O)(=O)C (6-chloro-4-methylsulphonyl-2,3,4,5-tetrahydro-1,4-benzothiazepine). Conditions: time 15 minute. Procedure: A solution of 3-chloroperbenzoic acid (2.26 g) in dichloromethane (150 ml) was added dropwise with cooling from 0° C. to -2° C. to a stirred solution of 6-chloro-4-methylsulphonyl-2,3,4,5-tetrahydro-1,4-benzothiazepine (3.05 g, prepared as Example 19 above) in dichloromethane (100 ml). The reaction mixture was stirred for 15 minutes, washed with water and dried, and the solvent was removed by evaporation at reduced pressure. Purification of the residue by flash chromatography using dichlorometha... Yields the product ClC1=CC=CC2=C1CN(CCS2=O)S(=O)(=O)C (6-chloro-4-methylsulphonyl-2,3,4,5-tetrahydro-1,4-benzothiazepine 1-oxide). Reaction SMILES: ClC1C=CC=C(C(OO)=[O:9])C=1.[Cl:12][C:13]1[C:18]2[CH2:19][N:20]([S:24]([CH3:27])(=[O:26])=[O:25])[CH2:21][CH2:22][S:23][C:17]=2[CH:16]=[CH:15][CH:14]=1>ClCCl>[Cl:12][C:13]1[C:18]2[CH2:19][N:20]([S:24]([CH3:27])(=[O:26])=[O:25])[CH2:21][CH2:22][S:23](=[O:9])[C:17]=2[CH:16]=[CH:15][CH:14]=1. Reactants: C(C)(C)(C)OC(=O)N1[C@@H](CC(C1)=NOC)C(=O)O ((2S,4EZ)-1-(tert-butoxycarbonyl)-4-(methoxyimino)-2-pyrrolidinecarboxylic acid), C(CCCCCCCC)(=O)O (nonanoic acid), NCCO (2-aminoethanol). Yields the product OCCNC(=O)[C@H]1N(CC(C1)=NOC)C(CCCCCCCC)=O ((2S,4EZ)-N-(2-hydroxyethyl)-4-(methoxyimino)-1-nonanoyl-2-pyrrolidinecarboxamide). Reaction SMILES: C(O[C:6]([N:8]1[CH2:12][C:11](=[N:13][O:14][CH3:15])[CH2:10][C@H:9]1[C:16]([OH:18])=O)=[O:7])(C)(C)C.C(O)(=O)[CH2:20][CH2:21][CH2:22][CH2:23][CH2:24][CH2:25][CH2:26][CH3:27].[NH2:30][CH2:31][CH2:32][OH:33]>>[OH:33][CH2:32][CH2:31][NH:30][C:16]([C@@H:9]1[CH2:10][C:11](=[N:13][O:14][CH3:15])[CH2:12][N:8]1[C:6](=[O:7])[CH2:27][CH2:26][CH2:25][CH2:24][CH2:23][CH2:22][CH2:21][CH3:20])=[O:18]. Procedure: Following the general method as outlined in Example 22, starting from (2S,4EZ)-1-(tert-butoxycarbonyl)-4-(methoxyimino)-2-pyrrolidinecarboxylic acid, nonanoic acid, and 2-aminoethanol, the title compound was obtained in 93% purity by HPLC. MS(ESI+): m/z=342. The reactants are OCC1=NC=2N(C(=C1)S)N=C(N2)C (5-hydroxymethyl-7-mercapto-2-methyl-s-triazolo[1,5-a]pyrimidine), N (ammonia), CC(=O)OCC1=C(N2[C@@H]([C@@H](C2=O)N)SC1)C(=O)O (7-aminocephalosporanic acid), O (water). Solvent: C(C)#N (acetonitrile). Run at temperature 50 celsius, time 3 hour. The product is NC1[C@@H]2N(C(=C(CS2)CSC2=CC(=NC=3N2N=C(N3)C)CO)C(=O)O)C1=O (7-amino-3-[(5-hydroxymethyl-2-methyl-s-triazolo[1,5-a]pyrimidin-7-yl)thiomethyl]-3-cephem-4-carboxylic acid). The yield is 56.9%. Reaction SMILES: [OH:1][CH2:2][C:3]1[CH:8]=[C:7]([SH:9])[N:6]2[N:10]=[C:11]([CH3:13])[N:12]=[C:5]2[N:4]=1.CC(O[CH2:18][C:19]1[CH2:28][S:27][C@@H:22]2[C@H:23]([NH2:26])[C:24](=[O:25])[N:21]2[C:20]=1[C:29]([OH:31])=[O:30])=O.O.N>C(#N)C>[NH2:26][CH:23]1[C:24](=[O:25])[N:21]2[C:20]([C:29]([OH:31])=[O:30])=[C:19]([CH2:18][S:9][C:7]3[N:6]4[N:10]=[C:11]([CH3:13])[N:12]=[C:5]4[N:4]=[C:3]([CH2:2][OH:1])[CH:8]=3)[CH2:28][S:27][C@H:22]12. Procedure: In 120 ml of acetonitrile were suspended 9.8 g of 5-hydroxymethyl-7-mercapto-2-methyl-s-triazolo[1,5-a]pyrimidine and 13.6 g of 7-aminocephalosporanic acid, and 22 ml of boron trifluoride-ethyl ether complex was added to the suspension and the mixture was stirred at 50 ° C. for 3 hours. After cooling the reaction mixture, 250 ml of water was added thereto and the mixture was adjusted to pH 2 with conc. aqueous ammonia. Precipitated crystal was collected by filtration, washed with water, washed w... Reactants: O=C([O-])[O-], CC(C)C(=O)Nc1cccc(C2CCNCC2)c1, O=C1c2ccccc2C(=O)N1C(CCCl)c1ccccc1, [I-], [K+], [K+], [Na+], CN(C)C=O, O. The product is CC(C)C(=O)Nc1cccc(C2CCN(CCC(c3ccccc3)N3C(=O)c4ccccc4C3=O)CC2)c1. Reaction SMILES: [C:1](=[O:2])([O-:3])[O-:4].[CH3:9][CH:10]([C:11](=[O:12])[NH:13][c:14]1[cH:15][c:16]([CH:20]2[CH2:21][CH2:22][NH:23][CH2:24][CH2:25]2)[cH:17][cH:18][cH:19]1)[CH3:26].[Cl:27][CH2:28][CH2:29][CH:30]([c:31]1[cH:32][cH:33][cH:34][cH:35][cH:36]1)[N:37]1[C:38](=[O:47])[c:39]2[cH:40][cH:41][cH:42][cH:43][c:44]2[C:45]1=[O:46].[I-:8].[K+:5].[K+:6].[Na+:7].[O:48]=[CH:49][N:50]([CH3:51])[CH3:52].[OH2:53]>>[CH3:9][CH:10]([C:11](=[O:12])[NH:13][c:14]1[cH:15][c:16]([CH:20]2[CH2:21][CH2:22][N:23]([CH2:28][CH2:29][CH:30]([c:31]3[cH:32][cH:33][cH:34][cH:35][cH:36]3)[N:37]3[C:38](=[O:47])[c:39]4[cH:40][cH:41][cH:42][cH:43][c:44]4[C:45]3=[O:46])[CH2:24][CH2:25]2)[cH:17][cH:18][cH:19]1)[CH3:26].